This data is from the Open Reaction Database (ORD), a public repository of structured organic reaction records. The task is: describe an organic reaction: reactants, conditions, products, and yield Reactants: COc1ccc(C(F)(F)F)cc1N1C(c2ccc(-c3ccc(F)cc3)cc2)=Nc2c(F)cccc2C1C(C)C(=O)[O-], [Na+], C1COCCO1, [OH-]. The product is COc1ccc(C(F)(F)F)cc1N1C(c2ccc(-c3ccc(F)cc3)cc2)=Nc2c(F)cccc2C1CC(=O)O. As a reaction SMILES: [CH3:1][CH:2]([C:3](=[O:4])[O-:5])[CH:6]1[N:7]([c:30]2[c:31]([O:40][CH3:41])[cH:32][cH:33][c:34]([C:36]([F:37])([F:38])[F:39])[cH:35]2)[C:8]([c:17]2[cH:18][cH:19][c:20](-[c:23]3[cH:24][cH:25][c:26]([F:29])[cH:27][cH:28]3)[cH:21][cH:22]2)=[N:9][c:10]2[c:11]([F:16])[cH:12][cH:13][cH:14][c:15]21.[Na+:43].[O:44]1[CH2:45][CH2:46][O:47][CH2:48][CH2:49]1.[OH-:42]>>[CH2:2]([C:3](=[O:4])[OH:5])[CH:6]1[N:7]([c:30]2[c:31]([O:40][CH3:41])[cH:32][cH:33][c:34]([C:36]([F:37])([F:38])[F:39])[cH:35]2)[C:8]([c:17]2[cH:18][cH:19][c:20](-[c:23]3[cH:24][cH:25][c:26]([F:29])[cH:27][cH:28]3)[cH:21][cH:22]2)=[N:9][c:10]2[c:11]([F:16])[cH:12][cH:13][cH:14][c:15]21. Reactants: FC([C@@H](CN1C(CN(C2=CC=CC=C12)CC1=CC(=CC=C1)OC(F)(F)F)C=1C=C(C(=O)OC)C=CC1)O)(F)F (Methyl 3-{1-[(R)-3,3,3-trifluoro-2-hydroxypropyl]-4-[3-(trifluoromethoxy)benzyl]-1,2,3,4-tetrahydroquinoxalin-2-yl}benzoate), O.[OH-].[Li+] (lithium hydroxide monohydrate), crude mixture. The solvent is CO (MeOH), [Cl-].[NH4+] (ammonium chloride). Conditions: temperature 60 celsius. Product: FC([C@@H](CN1C(CN(C2=CC=CC=C12)CC1=CC(=CC=C1)OC(F)(F)F)C=1C=C(C(=O)O)C=CC1)O)(F)F (3-{1-[(R)-3,3,3-trifluoro-2-hydroxypropyl]-4-[3-(trifluoromethoxy)benzyl]-1,2,3,4-tetra-hydroquinoxalin-2-yl}benzoic acid). As a reaction SMILES: [F:1][C:2]([F:39])([F:38])[C@H:3]([OH:37])[CH2:4][N:5]1[C:14]2[C:9](=[CH:10][CH:11]=[CH:12][CH:13]=2)[N:8]([CH2:15][C:16]2[CH:21]=[CH:20][CH:19]=[C:18]([O:22][C:23]([F:26])([F:25])[F:24])[CH:17]=2)[CH2:7][CH:6]1[C:27]1[CH:28]=[C:29]([CH:34]=[CH:35][CH:36]=1)[C:30]([O:32]C)=[O:31].O.[OH-].[Li+]>CO.[Cl-].[NH4+]>[F:39][C:2]([F:1])([F:38])[C@H:3]([OH:37])[CH2:4][N:5]1[C:14]2[C:9](=[CH:10][CH:11]=[CH:12][CH:13]=2)[N:8]([CH2:15][C:16]2[CH:21]=[CH:20][CH:19]=[C:18]([O:22][C:23]([F:26])([F:25])[F:24])[CH:17]=2)[CH2:7][CH:6]1[C:27]1[CH:28]=[C:29]([CH:34]=[CH:35][CH:36]=1)[C:30]([OH:32])=[O:31] |f:1.2.3,5.6|. Reported procedure: Methyl 3-{1-[(R)-3,3,3-trifluoro-2-hydroxypropyl]-4-[3-(trifluoromethoxy)benzyl]-1,2,3,4-tetrahydroquinoxalin-2-yl}benzoate (700 mg, 1.262 mmol) is made as described in Example 16 but with one stereochemical center unresolved. The compound was dissolved in MeOH (12.6 mL), lithium hydroxide monohydrate (530 mg, 12.62 mmol) was added, and the reaction mixture was heated to 60° C. for 4 hours. The crude mixture was dissolved in saturated ammonium chloride solution and extracted into EtOAc, the orga... RXN SMILES: [CH3:1][N:2]([CH2:4][CH2:5][CH2:6][CH2:7][CH2:8][CH2:9][CH2:10][CH2:11][CH2:12][CH3:13])[CH3:3].[CH3:14][O:15][CH2:16][CH2:17][Br:18]>CC(C)=O>[Br-:18].[CH3:14][O:15][CH2:16][CH2:17][N+:2]([CH3:1])([CH3:3])[CH2:4][CH2:5][CH2:6][CH2:7][CH2:8][CH2:9][CH2:10][CH2:11][CH2:12][CH3:13] |f:3.4|. Run in CC(=O)C (Acetone). Procedure: The reaction was performed in an inert atmosphere. N,N-dimethyldecylamine (16.21 mmol, 3.7 g) and 2-bromoethyl methyl ether (16.21 mmol, 2.25 g) were mixed together in a round bottom flask. Acetone (10 mL) was added to the reaction mixture. The reaction mixture was heated to reflux for 8 hours. The solvent was removed by a rotoevaporator and remaining viscous liquid was cooled and dried. A brownish white solid was obtained as N-(2-methoxyethyl)-N,N-dimethyldecan-1-aminium bromide. By using this ... The product is [Br-].COCC[N+](CCCCCCCCCC)(C)C (N-(2-methoxyethyl)-N,N-dimethyldecan-1-aminium bromide). Starting materials: CN(C)CCCCCCCCCC (N,N-dimethyldecylamine), COCCBr (2-bromoethyl methyl ether).